describe an organic reaction: reactants, conditions, products, and yield From a dataset of the Open Reaction Database (ORD), a public repository of structured organic reaction records. The reactants are O=S(=O)(Cl)c1ccc(Cl)c(Cl)c1, COc1ccccc1C(=O)c1ncc(Cl)cc1N. Yields the product COc1ccccc1C(=O)c1ncc(Cl)cc1NS(=O)(=O)c1ccc(Cl)c(Cl)c1. Reaction SMILES: [Cl:19][c:20]1[cH:21][c:22]([S:27](=[O:28])(=[O:29])[Cl:30])[cH:23][cH:24][c:25]1[Cl:26].[NH2:1][c:2]1[c:3]([C:9](=[O:10])[c:11]2[c:12]([O:17][CH3:18])[cH:13][cH:14][cH:15][cH:16]2)[n:4][cH:5][c:6]([Cl:8])[cH:7]1>>[NH:1]([c:2]1[c:3]([C:9](=[O:10])[c:11]2[c:12]([O:17][CH3:18])[cH:13][cH:14][cH:15][cH:16]2)[n:4][cH:5][c:6]([Cl:8])[cH:7]1)[S:27]([c:22]1[cH:21][c:20]([Cl:19])[c:25]([Cl:26])[cH:24][cH:23]1)(=[O:28])=[O:29]. The product is N=1C(=CN2CCOC3=C(C12)C=CC=C3)C3=NC(=NN3C(C)C)C=O (5-(4,5-Dihydro-6-oxa-1,3a-diaza-benzo[e]azulen-2-yl)-1-isopropyl-1H-[1,2,4]triazole-3-carbaldehyde). Procedure: A suspension of [5-(8-bromo-4,5-dihydro-6-oxa-1,3a-diaza-benzo[e]azulen-2-yl)-1-isopropyl-1H-[1,2,4]triazol-3-yl]-methanol 315 (166 mg, 0.51 mmol) in DCM (5 mL) was treated with Dess-Martin periodinane (DMP, 238 mg, 0.56 mmol) and resultant solution stirred at RT for 2 h under an atmosphere of nitrogen. The reaction was quenched by the addition of sodium thiosulphate (620 mg in 1 mL water) before the addition of further water and extracted twice with DCM. The combined organic extracts were washe... Reaction SMILES: Br[C:2]1[CH:25]=[CH:24][C:5]2[C:6]3[N:10]([CH2:11][CH2:12][O:13][C:4]=2[CH:3]=1)[CH:9]=[C:8]([C:14]1[N:18]([CH:19]([CH3:21])[CH3:20])[N:17]=[C:16]([CH2:22][OH:23])[N:15]=1)[N:7]=3.CC(OI1(OC(C)=O)(OC(C)=O)OC(=O)C2C=CC=CC1=2)=O>C(Cl)Cl>[N:7]1[C:8]([C:14]2[N:18]([CH:19]([CH3:20])[CH3:21])[N:17]=[C:16]([CH:22]=[O:23])[N:15]=2)=[CH:9][N:10]2[C:6]=1[C:5]1[CH:24]=[CH:25][CH:2]=[CH:3][C:4]=1[O:13][CH2:12][CH2:11]2. Reaction conditions: time 2 hour. Run in C(Cl)Cl (DCM). Reactants: BrC1=CC2=C(C3=NC(=CN3CCO2)C2=NC(=NN2C(C)C)CO)C=C1 ([5-(8-bromo-4,5-dihydro-6-oxa-1,3a-diaza-benzo[e]azulen-2-yl)-1-isopropyl-1H-[1,2,4]triazol-3-yl]-methanol), CC(=O)OI1(C=2C=CC=CC2C(=O)O1)(OC(=O)C)OC(=O)C (Dess-Martin periodinane). Starting materials: C(C1=CC=CC=C1)OC1=CC=C(C=C1)N1C(N(C=C1)CCC(=O)OCC)=O (1-(4-benzyloxyphenyl)-3-[2-(ethoxycarbonyl)ethyl]-3H-imidazol-2-one), C(Cl)Cl.CO (methylene chloride methanol), [H][H] (hydrogen). The reagents and catalysts are [Pd] (palladium on charcoal). Solvent: C(C)O (ethanol). Yields the product OC1=CC=C(C=C1)N1C(N(CC1)CCC(=O)OCC)=O (1-(4-hydroxyphenyl)-3- [2-(ethoxycarbonyl)ethyl]-imidazolidin-2-one). As a reaction SMILES: C([O:8][C:9]1[CH:14]=[CH:13][C:12]([N:15]2[CH:19]=[CH:18][N:17]([CH2:20][CH2:21][C:22]([O:24][CH2:25][CH3:26])=[O:23])[C:16]2=[O:27])=[CH:11][CH:10]=1)C1C=CC=CC=1.[H][H].C(Cl)Cl.CO>[Pd].C(O)C>[OH:8][C:9]1[CH:14]=[CH:13][C:12]([N:15]2[CH2:19][CH2:18][N:17]([CH2:20][CH2:21][C:22]([O:24][CH2:25][CH3:26])=[O:23])[C:16]2=[O:27])=[CH:11][CH:10]=1 |f:2.3|. Procedure details: Prepared from 1-(4-benzyloxyphenyl)-3-[2-(ethoxycarbonyl)ethyl]-3H-imidazol-2-one by hydrogenation in the presence of palladium on charcoal in ethanol at 40° C. and a hydrogen pressure of 50 psi. Rf value: 0.20 (silica gel; methylene chloride/methanol=100:2) Starting materials: NC1=C(N=NN1C(CCCC1=CC=CC=C1)C)C(=O)N (5-amino-1-(1-methyl-4-phenyl-butyl)-1H-[1,2,3]triazole-4-carboxamide), [Na] (sodium), CC1=CC=C(C=C1)CC(=O)OC (methyl 4-methylphenylacetate). Run in C(C)O (ethanol). Product: CC1=CC=C(CC=2NC(C3=C(N2)N(N=N3)C(CCCC3=CC=CC=C3)C)=O)C=C1 (5-(4-Methyl-benzyl)-3-(1-methyl-4-phenyl-butyl)-3,6-dihydro-[1,2,3]triazolo[4,5-d]pyrirnidin-7-one). Isolated yield 57.9%. RXN SMILES: [NH2:1][C:2]1[N:6]([CH:7]([CH3:17])[CH2:8][CH2:9][CH2:10][C:11]2[CH:16]=[CH:15][CH:14]=[CH:13][CH:12]=2)[N:5]=[N:4][C:3]=1[C:18]([NH2:20])=[O:19].[Na].[CH3:22][C:23]1[CH:28]=[CH:27][C:26]([CH2:29][C:30](OC)=O)=[CH:25][CH:24]=1>C(O)C>[CH3:22][C:23]1[CH:28]=[CH:27][C:26]([CH2:29][C:30]2[NH:20][C:18](=[O:19])[C:3]3[N:4]=[N:5][N:6]([CH:7]([CH3:17])[CH2:8][CH2:9][CH2:10][C:11]4[CH:12]=[CH:13][CH:14]=[CH:15][CH:16]=4)[C:2]=3[N:1]=2)=[CH:25][CH:24]=1 |^1:20|. Procedure: 1.0 g (3.8 mmol) of 5-amino-1-(1-methyl-4-phenyl-butyl)-1H-[1,2,3]triazole-4-carboxamide are dissolved in a solution of 439 mg of sodium (19 mmol) in 38 ml of ethanol. 2.22 g (14.6 mmol) of methyl 4-methylphenylacetate are added, and the mixture is then refluxed overnight. The solvent is removed under reduced pressure, the residue is taken up with CH2Cl2, the organic phase is extracted twice with 1N HCl and dried over Na2SO4 and the solvent is removed under reduced pressure. Two chromatographic ... The reactants are C(#N)C1=NC(=C(C2=CC=C(C=C12)OC1=CC=CC=C1)O)C(=O)NCC[C@@H](C(=O)O)O ((S)-4-(1-cyano-4-hydroxy-7-phenoxyisoquinoline-3-carboxamido)-2-hydroxybutanoic acid), CO (MeOH). Reagents/catalysts: OS(=O)(=O)O (H2SO4). The product is C(#N)C1=NC(=C(C2=CC=C(C=C12)OC1=CC=CC=C1)O)C(=O)NCC[C@@H](C(=O)OC)O ((S)-Methyl 4-(1-cyano-4-hydroxy-7-phenoxyisoquinoline-3-carboxamido)-2-hydroxybutanoate). RXN SMILES: [C:1]([C:3]1[C:12]2[C:7](=[CH:8][CH:9]=[C:10]([O:13][C:14]3[CH:19]=[CH:18][CH:17]=[CH:16][CH:15]=3)[CH:11]=2)[C:6]([OH:20])=[C:5]([C:21]([NH:23][CH2:24][CH2:25][C@H:26]([OH:30])[C:27]([OH:29])=[O:28])=[O:22])[N:4]=1)#[N:2].[CH3:31]O>OS(O)(=O)=O>[C:1]([C:3]1[C:12]2[C:7](=[CH:8][CH:9]=[C:10]([O:13][C:14]3[CH:15]=[CH:16][CH:17]=[CH:18][CH:19]=3)[CH:11]=2)[C:6]([OH:20])=[C:5]([C:21]([NH:23][CH2:24][CH2:25][C@H:26]([OH:30])[C:27]([O:29][CH3:31])=[O:28])=[O:22])[N:4]=1)#[N:2]. Procedure details: To a solution of (S)-4-(1-cyano-4-hydroxy-7-phenoxyisoquinoline-3-carboxamido)-2-hydroxybutanoic acid (73 mg, 0.18 mmol) in anhydrous MeOH (25 mL) was added concentrated H2SO4 (3 drops). The resulting mixture was heated to reflux for 20 hours. The volatiles were removed in vacuo and the residue was purified by flash chromatography (0-30% EtOAc/CH2Cl2) to give the title compound in 54 mg. MS: (−) m/z 420.26 (M−1). Reactants: [H-], [Na+], C1CCOC1, Cc1ccc(S(=O)(=O)Cl)cc1, OCc1cncnc1. The product is Cc1ccc(S(=O)(=O)OCc2cncnc2)cc1. Reaction SMILES: [H-:9].[Na+:10].[O:22]1[CH2:23][CH2:24][CH2:25][CH2:26]1.[c:11]1([CH3:21])[cH:12][cH:13][c:14]([S:17](=[O:18])(=[O:19])[Cl:20])[cH:15][cH:16]1.[n:1]1[cH:2][n:3][cH:4][c:5]([CH2:7][OH:8])[cH:6]1>>[n:1]1[cH:2][n:3][cH:4][c:5]([CH2:7][O:8][S:17]([c:14]2[cH:13][cH:12][c:11]([CH3:21])[cH:16][cH:15]2)(=[O:18])=[O:19])[cH:6]1. Reactants: OC(C(=O)O)(C=1C=NC=CC1)C1=CC=CC=C1 (2-hydroxy-2-phenyl-2-(3-pyridinyl)acetic acid), O.ON1N=NC2=C1C=CC=C2 (1-hyrdoxybenzotriazole hydrate), NN1CCOCC1 (4-aminomorpholine), C([O-])(O)=O.[Na+] (sodium bicarbonate). Run in O1CCOCC1 (dioxane), CN(C=O)C (N,N-dimethyformamide). Conditions: time 8 hour. Product: OC(C(=O)NN1CCOCC1)(C=1C=NC=CC1)C1=CC=CC=C1 (2-Hydroxy-N-(4-morpholinyl)-2-phenyl-2-(3-pyridinyl)-acetamide). The yield is 83.4%. Reaction SMILES: [OH:1][C:2]([C:12]1[CH:17]=[CH:16][CH:15]=[CH:14][CH:13]=1)([C:6]1[CH:7]=[N:8][CH:9]=[CH:10][CH:11]=1)[C:3]([OH:5])=O.O.ON1C2C=CC=CC=2N=N1.[NH2:29][N:30]1[CH2:35][CH2:34][O:33][CH2:32][CH2:31]1.C(=O)(O)[O-].[Na+]>O1CCOCC1.CN(C)C=O>[OH:1][C:2]([C:12]1[CH:17]=[CH:16][CH:15]=[CH:14][CH:13]=1)([C:6]1[CH:7]=[N:8][CH:9]=[CH:10][CH:11]=1)[C:3]([NH:29][N:30]1[CH2:35][CH2:34][O:33][CH2:32][CH2:31]1)=[O:5] |f:1.2,4.5|. Procedure: A mixture of 2-hydroxy-2-phenyl-2-(3-pyridinyl)acetic acid (3.48 g, 0. 015 mole) , 1-hyrdoxybenzotriazole hydrate (4.10 g, 0.03 mole), 1,3-Dicyclohexycarbodiimide (3.09 g, 0.015 mole), 4-aminomorpholine (1.45 ml, 0.015 mole), sodium bicarbonate (1.26 g, 0.015 mole), N,N-dimethyformamide (36 ml) and dioxane (36 ml) were stirred at room temperature overnight. The volatiles were removed in vacuo, dichloromethane (170 ml) was added and following filtration, the organic layer was washed with saturate... The reactants are O1C[C@]12C[C@H](CCC2)CN2C=NC1=C2C=C(C=C1)C#N (1-[(3S,5S)-1-oxaspiro[2.5]oct-5-ylmethyl]-1H-benzimidazole-6-carbonitrile), N (ammonia). Solvent: CO (MeOH), CO (MeOH). Conditions: temperature 100 celsius, time 24 hour. The product is NC[C@]1(C[C@H](CCC1)CN1C=NC2=C1C=C(C=C2)C#N)O (1-{[(1S,3S)-3-(aminomethyl)-3-hydroxycyclohexaneyl]methyl}-1H-benzimidazole-6-carbonitrile). Reaction SMILES: [O:1]1[C@:3]2([CH2:8][CH2:7][CH2:6][C@H:5]([CH2:9][N:10]3[C:14]4[CH:15]=[C:16]([C:19]#[N:20])[CH:17]=[CH:18][C:13]=4[N:12]=[CH:11]3)[CH2:4]2)[CH2:2]1.[NH3:21]>CO>[NH2:21][CH2:2][C@:3]1([OH:1])[CH2:8][CH2:7][CH2:6][C@H:5]([CH2:9][N:10]2[C:14]3[CH:15]=[C:16]([C:19]#[N:20])[CH:17]=[CH:18][C:13]=3[N:12]=[CH:11]2)[CH2:4]1. Reported procedure: A suspension of 1-[(3S,5S)-1-oxaspiro[2.5]oct-5-ylmethyl]-1H-benzimidazole-6-carbonitrile (760 mg, 2.84 mmol) in MeOH (8 mL) was treated with 7M ammonia in MeOH (1.429 mL, 10.00 mmol) in a 20 mL microwave vial. The vial was sealed and heated in a microwave at 100° C. for 3 h. The reaction mixture was cooled to RT and blown down to dryness with nitrogen for 24 h to give crude 1-{[(1S,3S)-3-(aminomethyl)-3-hydroxycyclohexaneyl]methyl}-1H-benzimidazole-6-carbonitrile which was used without further ... Reactants: COCOc1cc(Cl)c(F)cc1C(=O)[O-], [Li+], NC(=O)c1sccc1N, O=P(Cl)(Cl)Cl, c1ccncc1. Yields the product COCOc1cc(Cl)c(F)cc1C(=O)Nc1ccsc1C(N)=O. Reaction SMILES: [Cl:6][c:7]1[cH:8][c:9]([O:17][CH2:18][O:19][CH3:20])[c:10]([C:11](=[O:12])[O-:13])[cH:14][c:15]1[F:16].[Li+:21].[NH2:22][c:23]1[c:24]([C:28](=[O:29])[NH2:30])[s:25][cH:26][cH:27]1.[P:1]([Cl:2])([Cl:3])([Cl:4])=[O:5].[cH:31]1[cH:32][cH:33][n:34][cH:35][cH:36]1>>[Cl:6][c:7]1[cH:8][c:9]([O:17][CH2:18][O:19][CH3:20])[c:10]([C:11](=[O:13])[NH:22][c:23]2[c:24]([C:28](=[O:29])[NH2:30])[s:25][cH:26][cH:27]2)[cH:14][c:15]1[F:16]. Reactants: CI, CN(C)C=O, Cl, [H-], CC(C)(N)C#CCO, [Na+], O. Yields the product Cl, COCC#CC(C)(C)N. As a reaction SMILES: [CH3:12][I:13].[CH3:15][N:16]([CH3:17])[CH:18]=[O:19].[ClH:3].[H-:1].[NH2:4][C:5]([C:6]#[C:7][CH2:8][OH:9])([CH3:10])[CH3:11].[Na+:2].[OH2:14]>>[ClH:3].[NH2:4][C:5]([C:6]#[C:7][CH2:8][O:9][CH3:12])([CH3:10])[CH3:11].